Dataset: the Open Reaction Database (ORD), a public repository of structured organic reaction records. Task: describe an organic reaction: reactants, conditions, products, and yield The reactants are OC1CC(CCC1)OCC1=C(C(=O)OC)C(=CC=C1)C (methyl 2-(3-hydroxycyclohexyloxymethyl)-6-methylbenzoate), CC=1C=C(C=CC1)C=1OC(=C(N1)CI)C (2-(3-methylphenyl)-4-iodomethyl-5-methyloxazole). Product: CC=1C=C(C=CC1)C=1OC(=C(N1)COC1CC(CCC1)OCC1=C(C(=O)O)C(=CC=C1)C)C (2-{3-[2-(3-Methylphenyl)-5-methyloxazol-4-ylmethoxy]cyclohexyloxymethyl}-6-methylbenzoic acid). As a reaction SMILES: [OH:1][CH:2]1[CH2:7][CH2:6][CH2:5][CH:4]([O:8][CH2:9][C:10]2[CH:19]=[CH:18][CH:17]=[C:16]([CH3:20])[C:11]=2[C:12]([O:14]C)=[O:13])[CH2:3]1.[CH3:21][C:22]1[CH:23]=[C:24]([C:28]2[O:29][C:30]([CH3:35])=[C:31]([CH2:33]I)[N:32]=2)[CH:25]=[CH:26][CH:27]=1>>[CH3:21][C:22]1[CH:23]=[C:24]([C:28]2[O:29][C:30]([CH3:35])=[C:31]([CH2:33][O:1][CH:2]3[CH2:7][CH2:6][CH2:5][CH:4]([O:8][CH2:9][C:10]4[CH:19]=[CH:18][CH:17]=[C:16]([CH3:20])[C:11]=4[C:12]([OH:14])=[O:13])[CH2:3]3)[N:32]=2)[CH:25]=[CH:26][CH:27]=1. Procedure details: Using methyl 2-(3-hydroxycyclohexyloxymethyl)-6-methylbenzoate and 2-(3-methylphenyl)-4-iodomethyl-5-methyloxazole as starting materials in the procedure of Example XXXI, gave the product 59 of molecular weight 449.55 (C27H31NO5), MS(ESI): 450.53 (M+H+). The reactants are CN, CCO, COC(=O)CNC(=O)c1cncc(F)c1. The product is CNC(=O)CNC(=O)c1cncc(F)c1. As a reaction SMILES: [CH3:16][NH2:17].[CH3:18][CH2:19][OH:20].[CH3:1][O:2][C:3]([CH2:4][NH:5][C:6](=[O:7])[c:8]1[cH:9][n:10][cH:11][c:12]([F:14])[cH:13]1)=[O:15]>>[C:3]([CH2:4][NH:5][C:6](=[O:7])[c:8]1[cH:9][n:10][cH:11][c:12]([F:14])[cH:13]1)(=[O:15])[NH:17][CH3:16]. The reactants are CCO, [Na+], [OH-], COC(=O)C(Cc1ccc2c(c1)OCO2)=C(c1ccccc1)c1ccccc1. Product: O=C(O)C(Cc1ccc2c(c1)OCO2)=C(c1ccccc1)c1ccccc1. As a reaction SMILES: [CH3:31][CH2:32][OH:33].[Na+:30].[OH-:29].[c:1]1([C:7](=[C:8]([C:9](=[O:10])[O:11][CH3:12])[CH2:13][c:14]2[cH:15][c:16]3[c:17]([cH:18][cH:19]2)[O:20][CH2:21][O:22]3)[c:23]2[cH:24][cH:25][cH:26][cH:27][cH:28]2)[cH:2][cH:3][cH:4][cH:5][cH:6]1>>[c:1]1([C:7](=[C:8]([C:9](=[O:10])[OH:11])[CH2:13][c:14]2[cH:15][c:16]3[c:17]([cH:18][cH:19]2)[O:20][CH2:21][O:22]3)[c:23]2[cH:24][cH:25][cH:26][cH:27][cH:28]2)[cH:2][cH:3][cH:4][cH:5][cH:6]1. Starting materials: [Al+3], O=C1COC(COc2ccccc2Cc2cccs2)CN1Cc1ccccc1, CCOC(C)=O, [H-], [H-], [H-], [H-], [Li+], O, c1ccccc1. Yields the product c1ccc(CN2CCOC(COc3ccccc3Cc3cccs3)C2)cc1. Reaction SMILES: [Al+3:30].[CH2:1]([c:2]1[cH:3][cH:4][cH:5][cH:6][cH:7]1)[N:8]1[CH2:9][CH:10]([CH2:15][O:16][c:17]2[c:18]([CH2:23][c:24]3[cH:25][cH:26][cH:27][s:28]3)[cH:19][cH:20][cH:21][cH:22]2)[O:11][CH2:12][C:13]1=[O:14].[CH3:35][CH2:36][O:37][C:38](=[O:39])[CH3:40].[H-:29].[H-:32].[H-:33].[H-:34].[Li+:31].[OH2:41].[cH:42]1[cH:43][cH:44][cH:45][cH:46][cH:47]1>>[CH2:1]([c:2]1[cH:3][cH:4][cH:5][cH:6][cH:7]1)[N:8]1[CH2:9][CH:10]([CH2:15][O:16][c:17]2[c:18]([CH2:23][c:24]3[cH:25][cH:26][cH:27][s:28]3)[cH:19][cH:20][cH:21][cH:22]2)[O:11][CH2:12][CH2:13]1. The reactants are C1CCC2=NCCCN2CC1 (1,8-Diazabicyclo[5.4.0]-7-undecene), C(=C\C)/C1=C(C=CC(=O)OC)C=CC=C1 (methyl 2-((E)-1-propenyl)cinnamate), [N+](=O)([O-])C (nitromethane), C([O-])(O)=O.[Na+] (sodium bicarbonate). Conditions: time 3 hour. Product: C(=C\C)/C1=C(C=CC=C1)C(CC(=O)OC)C[N+](=O)[O-] (methyl 3-[2-((E)-1-propenyl)phenyl]-4-nitrobutyrate). Isolated yield 40.0%. As a reaction SMILES: C1CCN2C(=NCCC2)CC1.[CH:12](/[C:15]1[CH:26]=[CH:25][CH:24]=[CH:23][C:16]=1[CH:17]=[CH:18][C:19]([O:21][CH3:22])=[O:20])=[CH:13]\[CH3:14].C(=O)(O)[O-].[Na+].[N+:32]([CH3:35])([O-:34])=[O:33]>>[CH:12](/[C:15]1[CH:26]=[CH:25][CH:24]=[CH:23][C:16]=1[CH:17]([CH2:35][N+:32]([O-:34])=[O:33])[CH2:18][C:19]([O:21][CH3:22])=[O:20])=[CH:13]\[CH3:14] |f:2.3|. Reported procedure: 1,8-Diazabicyclo[5.4.0]-7-undecene (0.1 mL) was added to a solution (10 mL) of methyl 2-((E)-1-propenyl)cinnamate (102 mg, 0.50 mmol) in nitromethane, followed by-stirring at room temperature for 3 hours. Next, the reaction solution was added to a saturated aqueous solution of sodium bicarbonate under ice-cooling to neutralize the reaction solution, and the mixture was then extracted with diethyl ether. After the extract was washed with a saturated brine and then dried over sodium sulfate, the s...